Dataset: the Open Reaction Database (ORD), a public repository of structured organic reaction records. Task: describe an organic reaction: reactants, conditions, products, and yield Starting materials: CN(C)C(c1ccccc1)C1CCCCC1=O, CSc1ccccc1I, CC(C)[Mg+], [Cl-], [Cl-], [NH4+]. Product: CSc1ccccc1C1(O)CCCCC1C(c1ccccc1)N(C)C. As a reaction SMILES: [CH3:15][N:16]([CH3:17])[CH:18]([CH:19]1[C:20](=[O:25])[CH2:21][CH2:22][CH2:23][CH2:24]1)[c:26]1[cH:27][cH:28][cH:29][cH:30][cH:31]1.[CH3:1][S:2][c:3]1[c:4]([I:9])[cH:5][cH:6][cH:7][cH:8]1.[CH:11]([Mg+:12])([CH3:13])[CH3:14].[Cl-:10].[Cl-:32].[NH4+:33]>>[CH3:1][S:2][c:3]1[c:4]([C:20]2([OH:25])[CH:19]([CH:18]([N:16]([CH3:15])[CH3:17])[c:26]3[cH:27][cH:28][cH:29][cH:30][cH:31]3)[CH2:24][CH2:23][CH2:22][CH2:21]2)[cH:5][cH:6][cH:7][cH:8]1. Starting materials: CCO, Cl, CCOC(=O)c1cc(Cl)c(N)c(Br)c1. Product: Nc1c(Cl)cc(C(=O)O)cc1Br. RXN SMILES: [CH3:16][CH2:17][OH:18].[ClH:15].[NH2:1][c:2]1[c:3]([Br:14])[cH:4][c:5]([C:6](=[O:7])[O:8][CH2:9][CH3:10])[cH:11][c:12]1[Cl:13]>>[NH2:1][c:2]1[c:3]([Br:14])[cH:4][c:5]([C:6](=[O:7])[OH:8])[cH:11][c:12]1[Cl:13]. Reactants: C(CCCCCCCCCCCCCCCCC)(=O)[O-].[Al+3].C(CCCCCCCCCCCCCCCCC)(=O)[O-].C(CCCCCCCCCCCCCCCCC)(=O)[O-] (aluminum stearate), C(CCCCCCCCCCCCCCCCC)(=O)[O-].[Li+] (lithium stearate), C(CCCCCCCCCCCCCCCCC)(=O)[O-].[Al+3].C(CCCCCCCCCCCCCCCCC)(=O)[O-].C(CCCCCCCCCCCCCCCCC)(=O)[O-] (aluminum stearate), C(CCCCCCCCCCCCCCCCC)(=O)[O-].[Li+] (lithium stearate). The solvent is poly(ethylene brassylate). Run at temperature 314 celsius. Product: C1(CCCCCCCCCCCC(=O)OCCO1)=O (Ethylene brassylate). Yield: 88.9%. As a reaction SMILES: [C:1]([O-:20])(=[O:19])[CH2:2][CH2:3][CH2:4][CH2:5][CH2:6][CH2:7][CH2:8][CH2:9][CH2:10][CH2:11][CH2:12][CH2:13]CCCCC.[Al+3].[C:22]([O-])(=[O:40])[CH2:23]CCCCCCCCCCCCCCCC.C([O-])(=[O:60])CCCCCCCCCCCCCCCCC.C([O-])(=O)CCCCCCCCCCCCCCCCC.[Li+]>>[C:13]1(=[O:60])[O:40][CH2:22][CH2:23][O:20][C:1](=[O:19])[CH2:2][CH2:3][CH2:4][CH2:5][CH2:6][CH2:7][CH2:8][CH2:9][CH2:10][CH2:11][CH2:12]1 |f:0.1.2.3,4.5|. Procedure: A mixed metal catalyst comprised of aluminum stearate and lithium stearate (molar ratio 1:1) was used for the depolymerization. For the reaction aluminum stearate (1.09 gram) and lithium stearate (0.36 gram) were blended in 70 grams poly(ethylene brassylate) at 200° C. The temperature was then raised to 314° C. while maintaining a vacuum of 0.05-0.1 mm Hg. Ethylene brassylate was obtained (40 mls during the first hour) in an 88.9 percent yield. Of the ethylene brassylate recovered, 90 percent of... The reactants are ClC=1C(=NC(=NC1)Cl)Cl (Trichloropyrimidine), ice, CN1CCNCC1 (N-methylpiperazine). Run in C(C)O (ethanol). The product is CN1CCN(CC1)C1=NC(=CC(=N1)N1CCN(CC1)C)Cl (2,4-bis[4-methylpiperazino]-6-chloropyrimidine). As a reaction SMILES: Cl[C:2]1[C:3]([Cl:9])=[N:4][C:5](Cl)=[N:6][CH:7]=1.[CH3:10][N:11]1[CH2:16][CH2:15][NH:14][CH2:13][CH2:12]1>C(O)C>[CH3:10][N:11]1[CH2:16][CH2:15][N:14]([C:5]2[N:6]=[C:7]([N:14]3[CH2:15][CH2:16][N:11]([CH3:10])[CH2:12][CH2:13]3)[CH:2]=[C:3]([Cl:9])[N:4]=2)[CH2:13][CH2:12]1. Procedure details: Trichloropyrimidine is added in portions to an ice cool solution of N-methylpiperazine (40 g) in ethanol (200 ml). The mixture is then heated at 60° for 2 h. The mixture is concentrated and chromatographed on silica gel with 2-5% methanol and methylene chloride to give 2,4-bis[4-methylpiperazino]-6-chloropyrimidine. This material is heated at 130° in water (30 ml) with piperazine (32 g) in a Parr bomb for 20 h. The product is partitioned between methylene chloride and aqueous sodium carbonate. T...